This data is from the Open Reaction Database (ORD), a public repository of structured organic reaction records. The task is: describe an organic reaction: reactants, conditions, products, and yield The reactants are Brc1cccc(I)c1, CC(C)(C)OC(=O)N1CC=C(B2OC(C)(C)C(C)(C)O2)CC1, CN(C)C=O, [K+], [K+], O=C([O-])[O-], Cl[Pd]Cl, c1ccc(P(c2ccccc2)c2ccccc2)cc1, c1ccc(P(c2ccccc2)c2ccccc2)cc1. The product is CC(C)(C)OC(=O)N1CC=C(c2cccc(Br)c2)CC1. RXN SMILES: [Br:23][c:24]1[cH:25][c:26]([I:30])[cH:27][cH:28][cH:29]1.[C:1]([CH3:2])([CH3:3])([CH3:4])[O:5][C:6](=[O:7])[N:8]1[CH2:9][CH2:10][C:11]([B:14]2[O:15][C:16]([CH3:17])([CH3:18])[C:19]([CH3:20])([CH3:21])[O:22]2)=[CH:12][CH2:13]1.[CH3:37][N:38]([CH3:39])[CH:40]=[O:41].[K+:31].[K+:32].[O-:33][C:34]([O-:35])=[O:36].[Pd:42]([Cl:43])[Cl:44].[c:45]1([P:46]([c:47]2[cH:48][cH:49][cH:50][cH:51][cH:52]2)[c:53]2[cH:54][cH:55][cH:56][cH:57][cH:58]2)[cH:59][cH:60][cH:61][cH:62][cH:63]1.[c:64]1([P:65]([c:66]2[cH:67][cH:68][cH:69][cH:70][cH:71]2)[c:72]2[cH:73][cH:74][cH:75][cH:76][cH:77]2)[cH:78][cH:79][cH:80][cH:81][cH:82]1>>[C:1]([CH3:2])([CH3:3])([CH3:4])[O:5][C:6](=[O:7])[N:8]1[CH2:9][CH2:10][C:11]([c:26]2[cH:25][c:24]([Br:23])[cH:29][cH:28][cH:27]2)=[CH:12][CH2:13]1. Reactants: C(C)(C)(C)OC(N[C@@H](CNCC1CCN(CC1)C(C)C)C1=CC=CC=C1)=O (N-[(R)-2-[(1-isopropyl-piperidin-4-ylmethyl)amino]-1-phenylethyl]carbamic acid tert-butyl ester), crude residue, C=O (paraformaldehyde). The product is C(C)(C)(C)OC(N[C@@H](CN(C)CC1CCN(CC1)C(C)C)C1=CC=CC=C1)=O (N-[(R)-2-[(1-Isopropylpiperidin-4-ylmethyl)(methyl)amino]-1-phenylethyl]carbamic acid tert-butyl ester). Yield: 95.7%. Reaction SMILES: [C:1]([O:5][C:6](=[O:27])[NH:7][C@H:8]([C:21]1[CH:26]=[CH:25][CH:24]=[CH:23][CH:22]=1)[CH2:9][NH:10][CH2:11][CH:12]1[CH2:17][CH2:16][N:15]([CH:18]([CH3:20])[CH3:19])[CH2:14][CH2:13]1)([CH3:4])([CH3:3])[CH3:2].[CH2:28]=O>>[C:1]([O:5][C:6](=[O:27])[NH:7][C@H:8]([C:21]1[CH:26]=[CH:25][CH:24]=[CH:23][CH:22]=1)[CH2:9][N:10]([CH2:11][CH:12]1[CH2:13][CH2:14][N:15]([CH:18]([CH3:19])[CH3:20])[CH2:16][CH2:17]1)[CH3:28])([CH3:3])([CH3:4])[CH3:2]. Reported procedure: Using alkylation method B, N-[(R)-2-[(1-isopropyl-piperidin-4-ylmethyl)amino]-1-phenylethyl]carbamic acid tert-butyl ester (511 mg, 1.4 mmol) and paraformaldehyde (816 mg, 27 mmol) afforded 522 mg (98%) of the title compound as a crude residue that was used without further purification. The reactants are Cc1ccc(C(=O)Cl)cc1, [Cl-], ClCCl, [NH4+], CC(C)(C)OC(=O)NC1CCC(O)CC1, c1ccncc1. The product is Cc1ccc(C(=O)OC2CCC(NC(=O)OC(C)(C)C)CC2)cc1. RXN SMILES: [CH3:22][c:23]1[cH:24][cH:25][c:26]([C:27](=[O:28])[Cl:29])[cH:30][cH:31]1.[Cl-:32].[Cl:34][CH2:35][Cl:36].[NH4+:33].[OH:1][CH:2]1[CH2:3][CH2:4][CH:5]([NH:8][C:9]([O:10][C:11]([CH3:12])([CH3:13])[CH3:14])=[O:15])[CH2:6][CH2:7]1.[cH:16]1[cH:17][cH:18][n:19][cH:20][cH:21]1>>[O:1]([CH:2]1[CH2:3][CH2:4][CH:5]([NH:8][C:9]([O:10][C:11]([CH3:12])([CH3:13])[CH3:14])=[O:15])[CH2:6][CH2:7]1)[C:27]([c:26]1[cH:25][cH:24][c:23]([CH3:22])[cH:31][cH:30]1)=[O:28]. The reactants are CCO, Cl, [Na+], O=C([O-])O, CC(C)[Si](C(C)C)(C(C)C)n1ccc(C(=O)c2sc(NC(=O)c3ccncc3)nc2-c2ccco2)c1. The product is O=C(Nc1nc(-c2ccco2)c(C(=O)c2cc[nH]c2)s1)c1ccncc1. Reaction SMILES: [CH3:43][CH2:44][OH:45].[ClH:37].[Na+:38].[OH:39][C:40](=[O:41])[O-:42].[o:1]1[c:2](-[c:6]2[n:7][c:8]([NH:28][C:29](=[O:30])[c:31]3[cH:32][cH:33][n:34][cH:35][cH:36]3)[s:9][c:10]2[C:11](=[O:12])[c:13]2[cH:14][n:15]([Si:18]([CH:19]([CH3:20])[CH3:21])([CH:22]([CH3:23])[CH3:24])[CH:25]([CH3:26])[CH3:27])[cH:16][cH:17]2)[cH:3][cH:4][cH:5]1>>[o:1]1[c:2](-[c:6]2[n:7][c:8]([NH:28][C:29](=[O:30])[c:31]3[cH:32][cH:33][n:34][cH:35][cH:36]3)[s:9][c:10]2[C:11](=[O:12])[c:13]2[cH:14][nH:15][cH:16][cH:17]2)[cH:3][cH:4][cH:5]1.